This data is from the Open Reaction Database (ORD), a public repository of structured organic reaction records. The task is: describe an organic reaction: reactants, conditions, products, and yield The reactants are CN(C)C=O, [K], O, CC(Cl)[Si](C)(C)c1ccc(-c2ccccc2)cc1, c1nc[nH]n1. Yields the product CC(n1cncn1)[Si](C)(C)c1ccc(-c2ccccc2)cc1. RXN SMILES: [CH3:25][N:26]([CH3:27])[CH:28]=[O:29].[K:19].[OH2:30].[c:1]1(-[c:13]2[cH:14][cH:15][cH:16][cH:17][cH:18]2)[cH:2][cH:3][c:4]([Si:7]([CH:8]([CH3:9])[Cl:10])([CH3:11])[CH3:12])[cH:5][cH:6]1.[nH:20]1[n:21][cH:22][n:23][cH:24]1>>[c:1]1(-[c:13]2[cH:14][cH:15][cH:16][cH:17][cH:18]2)[cH:2][cH:3][c:4]([Si:7]([CH:8]([CH3:9])[n:20]2[n:21][cH:22][n:23][cH:24]2)([CH3:11])[CH3:12])[cH:5][cH:6]1.